This data is from the Open Reaction Database (ORD), a public repository of structured organic reaction records. The task is: describe an organic reaction: reactants, conditions, products, and yield Reactants: [Br-], [Br-], [Br-], CCOCC, Nc1ccc(-n2cccn2)c(F)c1, C1CCOC1, c1cc[nH+]cc1, c1cc[nH+]cc1, c1cc[nH+]cc1. The product is Nc1cc(F)c(-n2cccn2)cc1Br. RXN SMILES: [Br-:14].[Br-:15].[Br-:16].[CH3:40][CH2:41][O:42][CH2:43][CH3:44].[F:1][c:2]1[c:3](-[n:9]2[n:10][cH:11][cH:12][cH:13]2)[cH:4][cH:5][c:6]([NH2:8])[cH:7]1.[O:35]1[CH2:36][CH2:37][CH2:38][CH2:39]1.[nH+:17]1[cH:18][cH:19][cH:20][cH:21][cH:22]1.[nH+:23]1[cH:24][cH:25][cH:26][cH:27][cH:28]1.[nH+:29]1[cH:30][cH:31][cH:32][cH:33][cH:34]1>>[F:1][c:2]1[c:3](-[n:9]2[n:10][cH:11][cH:12][cH:13]2)[cH:4][c:5]([Br:14])[c:6]([NH2:8])[cH:7]1. Yields the product BrC=1C=CC=2N(C1)C=C(N2)C(=O)NCC2=C(C=C(C=C2C)C)C (6-Bromo-N-(2,4,6-trimethylbenzyl)imidazo[1,2-a]pyridine-2-carboxamide). Procedure: The title compound was prepared by using procedures analogous to those described for the synthesis of Intermediate I, using mesitylmethanamine and ethyl 6-bromoimidazo[1,2-a]pyridine-2-carboxylate as starting materials. RXN SMILES: [C:1]1([CH3:11])[CH:6]=[C:5]([CH3:7])[CH:4]=[C:3]([CH3:8])[C:2]=1[CH2:9][NH2:10].[Br:12][C:13]1[CH:14]=[CH:15][C:16]2[N:17]([CH:19]=[C:20]([C:22](OCC)=[O:23])[N:21]=2)[CH:18]=1>>[Br:12][C:13]1[CH:14]=[CH:15][C:16]2[N:17]([CH:19]=[C:20]([C:22]([NH:10][CH2:9][C:2]3[C:1]([CH3:11])=[CH:6][C:5]([CH3:7])=[CH:4][C:3]=3[CH3:8])=[O:23])[N:21]=2)[CH:18]=1. The reactants are Intermediate I, C1(=C(C(=CC(=C1)C)C)CN)C (mesitylmethanamine), BrC=1C=CC=2N(C1)C=C(N2)C(=O)OCC (ethyl 6-bromoimidazo[1,2-a]pyridine-2-carboxylate). The reactants are C(CCC)N1CCC(CC1)CNC(=O)C1=C2N(C=3C=CC=CC13)CCCO2 (N-[(1-Butyl-4-piperidinyl)methyl]-3,4-dihydro-2H-[1,3]-oxazino[3,2-a]indole-10-carboxamide), Cl (HCl). Solvent: C(C)O (ethanol), C(C)O (ethanol). Conditions: time 2 hour. Product: Cl.C(CCC)N1CCC(CC1)CNC(=O)C1=C2N(C=3C=CC=CC13)CCCO2 (N-[(1-butyl-4-piperidinyl)methyl]-3,4-dihydro-2H-[1,3]-oxazino [3,2-a]indole-10-carboxamide hydrochloride). Yield: 94.0%. Reaction SMILES: [CH2:1]([N:5]1[CH2:10][CH2:9][CH:8]([CH2:11][NH:12][C:13]([C:15]2[C:23]3[CH:22]=[CH:21][CH:20]=[CH:19][C:18]=3[N:17]3[CH2:24][CH2:25][CH2:26][O:27][C:16]=23)=[O:14])[CH2:7][CH2:6]1)[CH2:2][CH2:3][CH3:4].[ClH:28]>C(O)C>[ClH:28].[CH2:1]([N:5]1[CH2:6][CH2:7][CH:8]([CH2:11][NH:12][C:13]([C:15]2[C:23]3[CH:22]=[CH:21][CH:20]=[CH:19][C:18]=3[N:17]3[CH2:24][CH2:25][CH2:26][O:27][C:16]=23)=[O:14])[CH2:9][CH2:10]1)[CH2:2][CH2:3][CH3:4] |f:3.4|. Procedure: Method B N-[(1-Butyl-4-piperidinyl)methyl]-3,4-dihydro-2H-[1,3]-oxazino[3,2-a]indole-10-carboxamide (SB-207266) (100 g, 0.27 mol) was dissolved in ethanol (870 ml) and the resulting solution filtered to remove particulates. Anhydrous HCl in ethanol (83 ml, 3.6M, 0.30 mol) was added causing the product to precipitate out of solution. The slurry was heated to redissolve the solid and hexane (550 ml) was added. After cooling to room temperature, the mixture was cooled to 0-5° C. and stirred at that... Starting materials: CC(C)O, Cc1ccc2c(Cl)nccc2c1[N+](=O)[O-], Nc1cccc(C(F)(F)F)c1. The product is Cc1ccc2c(Nc3cccc(C(F)(F)F)c3)nccc2c1[N+](=O)[O-]. RXN SMILES: [CH:27]([OH:28])([CH3:29])[CH3:30].[Cl:1][c:2]1[n:3][cH:4][cH:5][c:6]2[c:7]([N+:13](=[O:14])[O-:15])[c:8]([CH3:12])[cH:9][cH:10][c:11]12.[F:16][C:17]([c:18]1[cH:19][c:20]([NH2:24])[cH:21][cH:22][cH:23]1)([F:25])[F:26]>>[c:2]1([NH:24][c:20]2[cH:19][c:18]([C:17]([F:16])([F:25])[F:26])[cH:23][cH:22][cH:21]2)[n:3][cH:4][cH:5][c:6]2[c:7]([N+:13](=[O:14])[O-:15])[c:8]([CH3:12])[cH:9][cH:10][c:11]12. Reactants: CC1(C)OB(c2cncc(C#N)c2)OC1(C)C, Ic1cc(-c2ccccn2)no1. The product is N#Cc1cncc(-c2cc(-c3ccccn3)no2)c1. Reaction SMILES: [CH3:13][C:14]1([CH3:15])[C:16]([CH3:17])([CH3:18])[O:19][B:20]([c:21]2[cH:22][n:23][cH:24][c:25]([C:26]#[N:27])[cH:28]2)[O:29]1.[I:1][c:2]1[cH:3][c:4](-[c:7]2[n:8][cH:9][cH:10][cH:11][cH:12]2)[n:5][o:6]1>>[c:2]1(-[c:21]2[cH:22][n:23][cH:24][c:25]([C:26]#[N:27])[cH:28]2)[cH:3][c:4](-[c:7]2[n:8][cH:9][cH:10][cH:11][cH:12]2)[n:5][o:6]1. Starting materials: ClC1=C(CN2C(=C(C=3NC(N(C(C32)=O)C)=S)C#N)N3C[C@@H](CCC3)NC(OC(C)(C)C)=O)C=C(C=C1)F (tert-butyl {(3R)-1-[5-(2-chloro-5-fluorobenzyl)-7-cyano-3-methyl-4-oxo-2-thioxo-2,3,4,5-tetrahydro-1H-pyrrolo[3,2-d]pyrimidin-6-yl]piperidin-3-yl}carbamate), C(C)(=O)O (acetic acid), O (water), OO (hydrogen peroxide). The reagents and catalysts are O.O.[O-][W](=O)(=O)[O-].[Na+].[Na+] (Sodium tungstate dihydrate). Solvent: CO (methanol). Reaction conditions: time 2 hour. The product is ClC1=C(CN2C(=C(C=3N=CN(C(C32)=O)C)C#N)N3C[C@@H](CCC3)NC(OC(C)(C)C)=O)C=C(C=C1)F (tert-Butyl {(3R)-1-[5-(2-chloro-5-fluorobenzyl)-7-cyano-3-methyl-4-oxo-4,5-dihydro-3H-pyrrolo[3,2-d]pyrimidin-6-yl]piperidin-3-yl}carbamate). Isolated yield 113.3%. As a reaction SMILES: [Cl:1][C:2]1[CH:36]=[CH:35][C:34]([F:37])=[CH:33][C:3]=1[CH2:4][N:5]1[C:13]2[C:12](=[O:14])[N:11]([CH3:15])[C:10](=S)[NH:9][C:8]=2[C:7]([C:17]#[N:18])=[C:6]1[N:19]1[CH2:24][CH2:23][CH2:22][C@@H:21]([NH:25][C:26](=[O:32])[O:27][C:28]([CH3:31])([CH3:30])[CH3:29])[CH2:20]1.C(O)(=O)C.O.OO>CO.O.O.[O-][W]([O-])(=O)=O.[Na+].[Na+]>[Cl:1][C:2]1[CH:36]=[CH:35][C:34]([F:37])=[CH:33][C:3]=1[CH2:4][N:5]1[C:13]2[C:12](=[O:14])[N:11]([CH3:15])[CH:10]=[N:9][C:8]=2[C:7]([C:17]#[N:18])=[C:6]1[N:19]1[CH2:24][CH2:23][CH2:22][C@@H:21]([NH:25][C:26](=[O:32])[O:27][C:28]([CH3:31])([CH3:30])[CH3:29])[CH2:20]1 |f:5.6.7.8.9|. Reported procedure: Sodium tungstate dihydrate (0.91 g) was added to a solution of tert-butyl {(3R)-1-[5-(2-chloro-5-fluorobenzyl)-7-cyano-3-methyl-4-oxo-2-thioxo-2,3,4,5-tetrahydro-1H-pyrrolo[3,2-d]pyrimidin-6-yl]piperidin-3-yl}carbamate (1.51 g) in a mixture of methanol (9 ml), acetic acid (3 ml) and water (1 ml), and a 30% aqueous hydrogen peroxide solution (0.29 ml) was added dropwise thereto at room temperature and stirred for 2 hours. After the reaction mixture was allowed to cool, the methanol was distilled ... Procedure details: A mixture of 10 g of 3-(3-methoxyphenyl)-1,2,5,6-tetrahydropyridine hydrochloride, 200 ml of acetone, 14 g of sodium carbonate and 9.3 g of phenacyl bromide were refluxed for 3 hours and was filtered. The filtrate was evaporated to dryness to obtain 14 g of 1-phenyl-2-[3-(3-methoxyphenyl)-1,2,5,6-tetrahydropyridin-1-yl]-ethanone. Starting materials: Cl.COC=1C=C(C=CC1)C=1CNCCC1 (3-(3-methoxyphenyl)-1,2,5,6-tetrahydropyridine hydrochloride), C([O-])([O-])=O.[Na+].[Na+] (sodium carbonate), C(C(=O)C1=CC=CC=C1)Br (phenacyl bromide). The solvent is CC(=O)C (acetone). RXN SMILES: Cl.[CH3:2][O:3][C:4]1[CH:5]=[C:6]([C:10]2[CH2:11][NH:12][CH2:13][CH2:14][CH:15]=2)[CH:7]=[CH:8][CH:9]=1.C(=O)([O-])[O-].[Na+].[Na+].[CH2:22](Br)[C:23]([C:25]1[CH:30]=[CH:29][CH:28]=[CH:27][CH:26]=1)=[O:24]>CC(C)=O>[C:25]1([C:23](=[O:24])[CH2:22][N:12]2[CH2:13][CH2:14][CH:15]=[C:10]([C:6]3[CH:7]=[CH:8][CH:9]=[C:4]([O:3][CH3:2])[CH:5]=3)[CH2:11]2)[CH:30]=[CH:29][CH:28]=[CH:27][CH:26]=1 |f:0.1,2.3.4|. The product is C1(=CC=CC=C1)C(CN1CC(=CCC1)C1=CC(=CC=C1)OC)=O (1-phenyl-2-[3-(3-methoxyphenyl)-1,2,5,6-tetrahydropyridin-1-yl]-ethanone). Yield: 102.8%.